This data is from the Open Reaction Database (ORD), a public repository of structured organic reaction records. The task is: describe an organic reaction: reactants, conditions, products, and yield Starting materials: O (water), C(C1=CC=CC=C1)N1N=C2C=C(C=CC2=C1)C=1C=C(N2N=CN=C(C21)N)CCCBr (5-(2-benzyl-2H-indazol-6-yl)-7-(3-bromopropyl)pyrrolo[2,1-f][1,2,4]triazin-4-ylamine), [C-]#N.[Na+] (sodium cyanide), [I-].[Na+] (sodium iodide). The solvent is CN(C)C=O (DMF). The product is NC1=NC=NN2C1=C(C=C2CCCC#N)C=2C=CC1=CN(N=C1C2)CC2=CC=CC=C2 (4-[4-Amino-5-(2-benzyl-2H-indazol-6-yl)-pyrrolo[2,1-f][1,2,4]triazin-7-yl]-butyronitrile). Yield: 67.4%. As a reaction SMILES: [CH2:1]([N:8]1[CH:16]=[C:15]2[C:10]([CH:11]=[C:12]([C:17]3[CH:18]=[C:19]([CH2:27][CH2:28][CH2:29]Br)[N:20]4[C:25]=3[C:24]([NH2:26])=[N:23][CH:22]=[N:21]4)[CH:13]=[CH:14]2)=[N:9]1)[C:2]1[CH:7]=[CH:6][CH:5]=[CH:4][CH:3]=1.[C-:31]#[N:32].[Na+].[I-].[Na+].O>CN(C=O)C>[NH2:26][C:24]1[C:25]2=[C:17]([C:12]3[CH:13]=[CH:14][C:15]4[C:10]([CH:11]=3)=[N:9][N:8]([CH2:1][C:2]3[CH:3]=[CH:4][CH:5]=[CH:6][CH:7]=3)[CH:16]=4)[CH:18]=[C:19]([CH2:27][CH2:28][CH2:29][C:31]#[N:32])[N:20]2[N:21]=[CH:22][N:23]=1 |f:1.2,3.4|. Procedure: A solution of 5-(2-benzyl-2H-indazol-6-yl)-7-(3-bromopropyl)pyrrolo[2,1-f][1,2,4]triazin-4-ylamine (80 mg, 0.173 mmol), sodium cyanide (17 mg, 0.35 mmol, 2.0 eq.), and sodium iodide (2.6 mg, 0.017 mmol, 0.1 eq.) in anhydrous DMF (1.7 mL) was stirred at 100° C. for 16 h. The reaction mixture was cooled to rt and poured into water. The aqueous layer was extracted with 3×25 mL of EtOAc and the combined organic phases were washed with brine, dried (Na2SO4), filtered and concentrated in vacuo. The cr... Starting materials: ClC1=C(C(=O)C=2N(C=CC2)N2C(C=3C(C2=O)=CC=CC3)=O)C=CC=C1 (2-(2-chlorobenzoyl)-1-phthalimidopyrrole), aqueous solution, CN (methylamine). The solvent is C(C)O (ethanol), O (water). Reaction conditions: time 2.5 hour. The product is NN1C(=CC=C1)C(C1=C(C=CC=C1)Cl)=O (1-Amino-2-(2-chlorobenzoyl)pyrrole). Yield: 93.8%. Reaction SMILES: [Cl:1][C:2]1[CH:25]=[CH:24][CH:23]=[CH:22][C:3]=1[C:4]([C:6]1[N:7]([N:11]2C(=O)C3=CC=CC=C3C2=O)[CH:8]=[CH:9][CH:10]=1)=[O:5].CN>C(O)C.O>[NH2:11][N:7]1[CH:8]=[CH:9][CH:10]=[C:6]1[C:4](=[O:5])[C:3]1[CH:22]=[CH:23][CH:24]=[CH:25][C:2]=1[Cl:1]. Procedure details: 2-(2-chlorobenzoyl)-1-phthalimidopyrrole (40 g, 0.114 mol) was suspended in 350 ml of 95% ethanol. To this rapidly stirred slurry was added 50 ml of a 40% aqueous solution of methylamine over 10 minutes. After 2.5 hours of rapid stirring the mixture was diluted with 400 ml of water and extracted with four 200 ml portions of ether. The combined extracts were washed with water, dried over anhydrous MgSO4, filtered and evaporated to an oil which solidified upon standing. Trituration of this solid w... Starting materials: esters, CC#N.O (CH3CN H2O), BrCC1=NOC(=C1)C=1SC(=CC1)Cl (3-bromomethyl-5-(5-chloro-thiophen-2-yl)-isoxazole), COC(=O)C=1SC=C2C1N=C(N2)C(NC2CCN(CC2)C(C)C)=O (2-(1-isopropyl-piperidin-4-ylcarbamoyl)-3H-thieno[3,4-d]imidazole-6-carboxylic acid methyl ester). Solvent: C(=O)O (formic acid). Yields the product ClC1=CC=C(S1)C1=CC(=NO1)CN1C(=NC=2C1=CSC2C(=O)O)C(NC2CCN(CC2)C(C)C)=O (3-[5-(5-Chloro-thiophen-2-yl)-isoxazol-3-ylmethyl]-2-(1-isopropyl-piperidin-4-ylcarbamoyl)-3H-thieno[3,4-d]imidazole-6-carboxylic acid), ClC1=CC=C(S1)C1=CC(=NO1)CN1C(=NC=2C1=C(SC2)C(=O)O)C(NC2CCN(CC2)C(C)C)=O (3-[5-(5-Chloro-thiophen-2-yl)-isoxazol-3-ylmethyl]-2-(1-isopropyl-piperidin-4-ylcarbamoyl)-3H-thieno[3,4-d]imidazole-4-carboxylic acid), title compounds. RXN SMILES: C[O:2][C:3]([C:5]1[S:6][CH:7]=[C:8]2[NH:12][C:11]([C:13](=[O:24])[NH:14][CH:15]3[CH2:20][CH2:19][N:18]([CH:21]([CH3:23])[CH3:22])[CH2:17][CH2:16]3)=[N:10][C:9]=12)=[O:4].Br[CH2:26][C:27]1[CH:31]=[C:30]([C:32]2[S:33][C:34]([Cl:37])=[CH:35][CH:36]=2)[O:29][N:28]=1.CC#N.O>C(O)=O>[Cl:37][C:34]1[S:33][C:32]([C:30]2[O:29][N:28]=[C:27]([CH2:26][N:12]3[C:8]4=[CH:7][S:6][C:5]([C:3]([OH:2])=[O:4])=[C:9]4[N:10]=[C:11]3[C:13](=[O:24])[NH:14][CH:15]3[CH2:16][CH2:17][N:18]([CH:21]([CH3:22])[CH3:23])[CH2:19][CH2:20]3)[CH:31]=2)=[CH:36][CH:35]=1.[Cl:37][C:34]1[S:33][C:32]([C:30]2[O:29][N:28]=[C:27]([CH2:26][N:10]3[C:9]4=[C:5]([C:3]([OH:2])=[O:4])[S:6][CH:7]=[C:8]4[N:12]=[C:11]3[C:13](=[O:24])[NH:14][CH:15]3[CH2:20][CH2:19][N:18]([CH:21]([CH3:22])[CH3:23])[CH2:17][CH2:16]3)[CH:31]=2)=[CH:36][CH:35]=1 |f:2.3|. Reported procedure: 3-[5-(5-Chloro-thiophen-2-yl)-isoxazol-3-ylmethyl]-2-(1-isopropyl-piperidin-4-ylcarbamoyl)-3H-thieno[3,4-d]imidazole-6-carboxylic acid and 3-[5-(5-Chloro-thiophen-2-yl)-isoxazol-3-ylmethyl]-2-(1-isopropyl-piperidin-4-ylcarbamoyl)-3H-thieno[3,4-d]imidazole-4-carboxylic acid were prepared by a procedure according to example 81 starting from 500 mg (1.40 mmol) 2-(1-isopropyl-piperidin-4-ylcarbamoyl)-3H-thieno[3,4-d]imidazole-6-carboxylic acid methyl ester and 397.4 mg (1.40 mmol) 3-bromomethyl-5-(5... The reactants are C(C1=CC=CC=C1)OC=1C=C(C(=O)NC2=NN(C=C2)C)C=C(C1)O[C@H](CO[Si](C(C)C)(C(C)C)C(C)C)C (3-(benzyloxy)-N-(1-methyl-1H-pyrazol-3-yl)-5-{(1S)-1-methyl-2-[(triisopropylsilyl)oxy]ethoxy}benzamide). Reagents/catalysts: [Pd] (Palladium on carbon). The solvent is C1CCOC1 (THF). Conditions: time 16 hour. Product: OC=1C=C(C(=O)NC2=NN(C=C2)C)C=C(C1)O[C@H](CO[Si](C(C)C)(C(C)C)C(C)C)C (3-Hydroxy-N-(1-methyl-1H-pyrazol-3-yl)-5-{(1S)-1-methyl-2-[(triisopropylsilyl)oxy]ethoxy}benzamide). Isolated yield 100.6%. As a reaction SMILES: C([O:8][C:9]1[CH:10]=[C:11]([CH:21]=[C:22]([O:24][C@@H:25]([CH3:38])[CH2:26][O:27][Si:28]([CH:35]([CH3:37])[CH3:36])([CH:32]([CH3:34])[CH3:33])[CH:29]([CH3:31])[CH3:30])[CH:23]=1)[C:12]([NH:14][C:15]1[CH:19]=[CH:18][N:17]([CH3:20])[N:16]=1)=[O:13])C1C=CC=CC=1>[Pd].C1COCC1>[OH:8][C:9]1[CH:10]=[C:11]([CH:21]=[C:22]([O:24][C@@H:25]([CH3:38])[CH2:26][O:27][Si:28]([CH:35]([CH3:37])[CH3:36])([CH:29]([CH3:31])[CH3:30])[CH:32]([CH3:33])[CH3:34])[CH:23]=1)[C:12]([NH:14][C:15]1[CH:19]=[CH:18][N:17]([CH3:20])[N:16]=1)=[O:13]. Procedure: 10% Palladium on carbon was added to 3-(benzyloxy)-N-(1-methyl-1H-pyrazol-3-yl)-5-{(1S)-1-methyl-2-[(triisopropylsilyl)oxy]ethoxy}benzamide (21.7 g, 40.4 mmol) in dry THF (480 mL) under argon. The reaction mixture was degassed and placed under a hydrogen balloon and stirred for 16 hours. The atmosphere was replaced with argon and mixture was filtered through diatomaceous earth then the filtrate evaporated and dried under high vacuum for 1 hour to give the title compound (18.2 g). Starting materials: CCCN1CC(C(=O)O)C=C2c3cccc4[nH]cc(c34)CC21, N, OCCO. Yields the product CCCN1CC(C(N)=O)C=C2c3cccc4[nH]cc(c34)CC21. RXN SMILES: [CH2:1]([CH2:2][CH3:3])[N:4]1[CH2:5][CH:6]([C:20](=[O:21])[OH:22])[CH:7]=[C:8]2[c:9]3[cH:10][cH:11][cH:12][c:13]4[nH:14][cH:15][c:16]([c:19]34)[CH2:17][CH:18]12.[NH3:23].[OH:24][CH2:25][CH2:26][OH:27]>>[CH2:1]([CH2:2][CH3:3])[N:4]1[CH2:5][CH:6]([C:20](=[O:22])[NH2:23])[CH:7]=[C:8]2[c:9]3[cH:10][cH:11][cH:12][c:13]4[nH:14][cH:15][c:16]([c:19]34)[CH2:17][CH:18]12. Reaction SMILES: [CH2:18]1[CH2:19][NH:20][CH2:21][CH2:22]1.[CH3:10][N:11]1[CH2:12][CH2:13][C:14](=[O:17])[CH2:15][CH2:16]1.[CH3:23][CH2:24][OH:25].[nH:1]1[cH:2][cH:3][c:4]2[cH:5][n:6][cH:7][cH:8][c:9]12>>[nH:1]1[cH:2][c:3]([C:14]2=[CH:13][CH2:12][N:11]([CH3:10])[CH2:16][CH2:15]2)[c:4]2[cH:5][n:6][cH:7][cH:8][c:9]12. Yields the product CN1CC=C(c2c[nH]c3ccncc23)CC1. The reactants are C1CCNC1, CN1CCC(=O)CC1, CCO, c1cc2[nH]ccc2cn1. The reactants are [S-]C#N.[Na+] (sodium thiocyanate), ClC(C(=O)O)C1=CC=C(C=C1)C1=C(C=CC=C1)Cl (α, 2'-dichloro-4-biphenylylacetic acid). Run in C(C)O (ethanol). The product is S(C#N)C(C(=O)O)C1=CC=C(C=C1)C1=C(C=CC=C1)Cl (α-thiocyanato-2'-chloro-4-biphenylylacetic acid). RXN SMILES: [S-:1][C:2]#[N:3].[Na+].Cl[CH:6]([C:10]1[CH:15]=[CH:14][C:13]([C:16]2[CH:21]=[CH:20][CH:19]=[CH:18][C:17]=2[Cl:22])=[CH:12][CH:11]=1)[C:7]([OH:9])=[O:8]>C(O)C>[S:1]([CH:6]([C:10]1[CH:15]=[CH:14][C:13]([C:16]2[CH:21]=[CH:20][CH:19]=[CH:18][C:17]=2[Cl:22])=[CH:12][CH:11]=1)[C:7]([OH:9])=[O:8])[C:2]#[N:3] |f:0.1|. Procedure: To a solution of 300 ml. of anhydrous ethanol and 0.15 moles of sodium thiocyanate is added 35 g. (0.12 moles) of α, 2'-dichloro-4-biphenylylacetic acid and stirred for 15 hours. The reaction mixture is filtered and washed with absolute ethanol. The filtrate is evaporated to dryness, the residue is dissolved in 250 ml. of ether and washed several times with water. The ether is then dried and evaporated to dryness to obtain α-thiocyanato-2'-chloro-4-biphenylylacetic acid. Reactants: BrC1=CC(=C(C=C1)C1=CC=CC=C1)F (4-bromo-2-fluorobiphenyl), BrC(C(=O)[O-])C.[Na+] (sodium 2-bromopropionate), [Mg] (magnesium), S(O)(O)(=O)=O (sulphuric acid). The solvent is O1CCCC1 (tetrahydrofuran), O (water), O1CCCC1 (tetrahydrofuran). Product: FC1=C(C=CC(=C1)C(C(=O)O)C)C1=CC=CC=C1 (2 -(2-fluoro-4-biphenylyl)propionic acid). RXN SMILES: Br[C:2]1[CH:7]=[CH:6][C:5]([C:8]2[CH:13]=[CH:12][CH:11]=[CH:10][CH:9]=2)=[C:4]([F:14])[CH:3]=1.[Mg].Br[CH:17]([CH3:21])[C:18]([O-:20])=[O:19].[Na+].S(=O)(=O)(O)O>O1CCCC1.O>[F:14][C:4]1[CH:3]=[C:2]([CH:17]([CH3:21])[C:18]([OH:20])=[O:19])[CH:7]=[CH:6][C:5]=1[C:8]1[CH:13]=[CH:12][CH:11]=[CH:10][CH:9]=1 |f:2.3|. Reported procedure: A solution of 4-bromo-2-fluorobiphenyl (2.51g;0.01 mole) in dry tetrahydrofuran (15ml) was aded dropwise, with stirring, to magnesium turnings (0.25g;0.0103g. atom) under a nitrogen atomosphere. When the addition was complete, the mixture was stirred and boiled under reflux for 30 minutes. The mixture was then cooled and a suspension of sodium 2-bromopropionate (1.75g;0.01 mole) in dry tetrahydrofuran (20ml) was added. Frothing occurred and when this had subsided the mixture was boiled under ref... Starting materials: C([O-])([O-])=O.[K+].[K+] (potassium carbonate), O1CCOC12CCNCC2 (1,4-Dioxa-8-azaspiro[4.5]-decane), [N+](=O)([O-])C1=CC=C(C=C1)CCBr (2-(4-nitrophenyl)ethylbromide). Solvent: C(C)#N (acetonitrile). Reaction conditions: temperature 0 celsius, time 10 minute. Yields the product [N+](=O)([O-])C1=CC=C(C=C1)CCC1OC2(OC1)CCNCC2 (2-(4-nitrophenyl)ethyl-1,4-dioxa-8-azaspiro[4.5]-decane). Reaction SMILES: [O:1]1[C:5]2([CH2:10][CH2:9][NH:8][CH2:7][CH2:6]2)[O:4][CH2:3][CH2:2]1.C(=O)([O-])[O-].[K+].[K+].[N+:17]([C:20]1[CH:25]=[CH:24][C:23]([CH2:26][CH2:27]Br)=[CH:22][CH:21]=1)([O-:19])=[O:18]>C(#N)C>[N+:17]([C:20]1[CH:25]=[CH:24][C:23]([CH2:26][CH2:27][CH:2]2[CH2:3][O:4][C:5]3([CH2:10][CH2:9][NH:8][CH2:7][CH2:6]3)[O:1]2)=[CH:22][CH:21]=1)([O-:19])=[O:18] |f:1.2.3|. Procedure: 1,4-Dioxa-8-azaspiro[4.5]-decane (18.62 g, 130 mmoles) in 50 mL of acetonitrile was stirred under argon and treated with anhydrous potassium carbonate (27.60 g, 200 mmoles). The mixture was cooled to 0° C. and 2-(4-nitrophenyl)ethylbromide (23.01 g, 100 mmoles) was added in one portion. After 10 minutes, the ice bath was removed and the reaction was stirred for 14 hrs at room temperature. The mixture was diluted with 220 mL of ethyl acetate and 200 mL of water. The aqueous phase was separated, t... Reactants: CCOC(=O)c1cn(-c2nccs2)c2nc(Cl)ccc2c1=O, CNC1CNCC1SC. The product is CCOC(=O)c1cn(-c2nccs2)c2nc(N3CC(NC)C(SC)C3)ccc2c1=O. As a reaction SMILES: [CH2:1]([CH3:2])[O:3][C:4](=[O:5])[c:6]1[cH:7][n:8](-[c:18]2[s:19][cH:20][cH:21][n:22]2)[c:9]2[n:10][c:11]([Cl:17])[cH:12][cH:13][c:14]2[c:15]1=[O:16].[CH3:23][NH:24][CH:25]1[CH2:26][NH:27][CH2:28][CH:29]1[S:30][CH3:31]>>[CH2:1]([CH3:2])[O:3][C:4](=[O:5])[c:6]1[cH:7][n:8](-[c:18]2[s:19][cH:20][cH:21][n:22]2)[c:9]2[n:10][c:11]([N:27]3[CH2:26][CH:25]([NH:24][CH3:23])[CH:29]([S:30][CH3:31])[CH2:28]3)[cH:12][cH:13][c:14]2[c:15]1=[O:16].